Dataset: the Open Reaction Database (ORD), a public repository of structured organic reaction records. Task: describe an organic reaction: reactants, conditions, products, and yield The reactants are BrC=1C=C(C=CC1C)NC(C(C)C)=O (N-(3-bromo-4-methylphenyl)-2-methylpropanamide), CC1(OB(OC1(C)C)C=1CCN(CC1)C(=O)OC(C)(C)C)C (tert-butyl 4-(4,4,5,5-tetramethyl-1,3,2-dioxaborolan-2-yl)-3,6-dihydro-1(2H)-pyridinecarboxylate). Product: C(C(C)C)(=O)NC=1C=CC(=C(C1)C=1CCN(CC1)C(=O)OC(C)(C)C)C (TERT-BUTYL 4-[5-(ISOBUTYRYLAMINO)-2-METHYLPHENYL]-3,6-DIHYDRO-1(2H)-PYRIDINECARBOXYLATE). As a reaction SMILES: Br[C:2]1[CH:3]=[C:4]([NH:9][C:10](=[O:14])[CH:11]([CH3:13])[CH3:12])[CH:5]=[CH:6][C:7]=1[CH3:8].CC1(C)C(C)(C)OB([C:23]2[CH2:24][CH2:25][N:26]([C:29]([O:31][C:32]([CH3:35])([CH3:34])[CH3:33])=[O:30])[CH2:27][CH:28]=2)O1>>[C:10]([NH:9][C:4]1[CH:5]=[CH:6][C:7]([CH3:8])=[C:2]([C:23]2[CH2:28][CH2:27][N:26]([C:29]([O:31][C:32]([CH3:35])([CH3:34])[CH3:33])=[O:30])[CH2:25][CH:24]=2)[CH:3]=1)(=[O:14])[CH:11]([CH3:13])[CH3:12]. Procedure details: Prepared by Procedure W and Scheme AF using N-(3-bromo-4-methylphenyl)-2-methylpropanamide and tert-butyl 4-(4,4,5,5-tetramethyl-1,3,2-dioxaborolan-2-yl)-3,6-dihydro-1(2H)-pyridinecarboxylate: ESMS m/e: 259.1 (M−100)+. RXN SMILES: [OH:1][C:2]1[C:3]([O:30][CH3:31])=[CH:4][C:5]2[CH2:14][CH2:13][N:12]3[CH:7]([CH2:8][C:9]4[C:18]([Cl:19])=[CH:17][C:16]([O:20][CH3:21])=[C:15]([O:22][CH2:23][C:24]([O:26]CC)=[O:25])[C:10]=4[CH2:11]3)[C:6]=2[CH:29]=1.[OH-].[Na+]>C(O)C>[OH:1][C:2]1[C:3]([O:30][CH3:31])=[CH:4][C:5]2[CH2:14][CH2:13][N:12]3[CH:7]([CH2:8][C:9]4[C:18]([Cl:19])=[CH:17][C:16]([O:20][CH3:21])=[C:15]([O:22][CH2:23][C:24]([OH:26])=[O:25])[C:10]=4[CH2:11]3)[C:6]=2[CH:29]=1 |f:1.2|. Isolated yield 89.7%. Product: OC=1C(=CC2=C(C3CC4=C(CN3CC2)C(=C(C=C4Cl)OC)OCC(=O)O)C1)OC (2-hydroxy-3,10-dimethoxy-9-carboxymethoxy-12-chloro-5,8,13,13a-tetrahydro-6H-dibenzo[a,g]quinolizine). Procedure details: A product obtained in Example 55 (3.1 g, 6.9 mmol) was dissolved in ethanol (50 ml), adding 1 mol/L NaOH (13.9 ml). The mixture was stirred at room temperature for 2 hours. Then the mixture was concentrated under reduced pressure followed by adding water. The aqueous phase was washed with ethyl acetate and adjust to pH 5˜6 by 1 mol/L hydrochloric acid. The precipitated solid was collected by filtration and washed by water to give pale yellow powder. The solid was dissolved in alkali solution and... Conditions: time 2 hour. Starting materials: OC=1C(=CC2=C(C3CC4=C(CN3CC2)C(=C(C=C4Cl)OC)OCC(=O)OCC)C1)OC (2-hydroxy-3,10-dimethoxy-9-ethoxycarbonylmethoxy-12-chloro-5,8,13,13a-tetrahydro-6H-dibenzo[a,g]quinolizine), [OH-].[Na+] (NaOH). Run in C(C)O (ethanol). The reactants are [BH4-], CSC, [Na+], C1CCOC1, O=C(O)CCC1CCCC1. Product: OCCCC1CCCC1. Reaction SMILES: [BH4-:1].[CH3:3][S:4][CH3:5].[Na+:2].[O:16]1[CH2:17][CH2:18][CH2:19][CH2:20]1.[OH:6][C:7](=[O:8])[CH2:9][CH2:10][CH:11]1[CH2:12][CH2:13][CH2:14][CH2:15]1>>[OH:6][CH2:7][CH2:9][CH2:10][CH:11]1[CH2:12][CH2:13][CH2:14][CH2:15]1. Reactants: O=C=O, CS(C)=O, FC(F)=C(F)F, [N-]=[N+]=[N-], [Na+]. The product is [N-]=[N+]=NC(F)(F)C(F)(F)C(=O)[O-], [Na+]. As a reaction SMILES: [C:5](=[O:6])=[O:7].[CH3:14][S:15]([CH3:16])=[O:17].[F:8][C:9](=[C:10]([F:11])[F:12])[F:13].[N-:1]=[N+:2]=[N-:3].[Na+:4]>>[N:1](=[N+:2]=[N-:3])[C:10]([C:9]([C:5](=[O:6])[O-:7])([F:8])[F:13])([F:11])[F:12].[Na+:4]. The reactants are BrC=1C=C(C(N(C1)C)=O)NC(OC(C)(C)C)=O (tert-butyl N-(5-bromo-1-methyl-2-oxopyridin-3-yl)carbamate), [H-].[Na+] (NaH), ICC (iodoethane). Solvent: CN(C)C=O (DMF). Conditions: time 30 minute. Product: BrC=1C=C(C(N(C1)C)=O)N(C(OC(C)(C)C)=O)CC (tert-butyl N-(5-bromo-1-methyl-2-oxopyridin-3-yl)-N-ethylcarbamate). Yield: 73.2%. RXN SMILES: [Br:1][C:2]1[CH:3]=[C:4]([NH:10][C:11](=[O:17])[O:12][C:13]([CH3:16])([CH3:15])[CH3:14])[C:5](=[O:9])[N:6]([CH3:8])[CH:7]=1.[H-].[Na+].I[CH2:21][CH3:22]>CN(C=O)C>[Br:1][C:2]1[CH:3]=[C:4]([N:10]([CH2:21][CH3:22])[C:11](=[O:17])[O:12][C:13]([CH3:14])([CH3:16])[CH3:15])[C:5](=[O:9])[N:6]([CH3:8])[CH:7]=1 |f:1.2|. Reported procedure: To a solution of the title compound from Example 110, step 1 (150.0 mg, crude) in DMF (10 mL) was added NaH (60.0 mg, 1.5 mmol, 60% in oil) in portions at 0° C. and stirred for 30 min. Then iodoethane (234.0 mg, 1.5 mmol) was added dropwise at 0° C. The reaction mixture was stirred for 2 h at 30° C. It was then quenched with saturated aqueous NH4Cl (15 mL), extracted with ethyl acetate (20 mL), washed with brine (20 mL), dried over Na2SO4, filtered and concentrated to give the title compound (12...